From a dataset of the Open Reaction Database (ORD), a public repository of structured organic reaction records. describe an organic reaction: reactants, conditions, products, and yield Starting materials: CC1=CC=C(C=O)C=C1 (p-methylbenzaldehyde), aqueous solution, OC[C@H](O)[C@@H](O)[C@H](O)[C@H](O)CO (D-sorbitol), C1(=CC=C(C=C1)S(=O)(=O)O)C (p-toluenesulfonic acid). Reaction conditions: time 45 minute. The product is CC1=CC=C(C=C(O)[C@H](O)[C@@H](O)[C@H](O)[C@H](O)CO)C=C1 (mono-p-methylbenzylidene sorbitol). As a reaction SMILES: [CH3:1][C:2]1[CH:9]=[CH:8][C:5]([CH:6]=O)=[CH:4][CH:3]=1.[OH:10][CH2:11][C@@H:12]([C@H:14]([C@@H:16]([C@@H:18]([CH2:20][OH:21])[OH:19])[OH:17])[OH:15])[OH:13].C1(C)C=CC(S(O)(=O)=O)=CC=1>>[CH3:1][C:2]1[CH:9]=[CH:8][C:5]([CH:6]=[C:20]([C@@H:18]([C@H:16]([C@@H:14]([C@@H:12]([CH2:11][OH:10])[OH:13])[OH:15])[OH:17])[OH:19])[OH:21])=[CH:4][CH:3]=1. Reported procedure: A reactor was charged with 120 g (1 mole) of p-methylbenzaldehyde, 270 g (1 mole) of a 70% aqueous solution of D-sorbitol and 10 g of p-toluenesulfonic acid, and they were reacted at 35° C. with stirring. Shortly, a large amount of fine white crystals precipitated in the mixture within the reactor, and became creamy in 45 minutes. The torque of the stirrer became about three times as high as that at the start of the reaction. At this time, the amount of mono-p-methylbenzylidene sorbitol formed w... The reactants are C1(=CC=CC=C1)C1=CC(=CC=C1)C1=CC=CC=C1 (m-terphenyl), O.O.I (hydroiodic acid dihydrate), II (iodine), S(O)(O)(=O)=O (sulfuric acid). Run in C(C)(=O)O (acetic acid), CO (methanol). Reaction conditions: time 3 hour. Product: C1(=CC=CC=C1)C=1C=C(C=CC1)C1=CC=C(C=C1)I (3′-phenyl-4-iodobiphenyl), C1(=CC=CC=C1)C=1C=C(C=C(C1)I)C1=CC=CC=C1 (3-phenyl-5-iodobiphenyl). Reaction SMILES: [C:1]1([C:7]2[CH:12]=[CH:11][CH:10]=[C:9]([C:13]3[CH:18]=[CH:17][CH:16]=[CH:15][CH:14]=3)[CH:8]=2)[CH:6]=[CH:5][CH:4]=[CH:3][CH:2]=1.O.O.[IH:21].II.S(=O)(=O)(O)O>CO.C(O)(=O)C>[C:1]1([C:7]2[CH:8]=[C:9]([C:13]3[CH:14]=[CH:15][C:16]([I:21])=[CH:17][CH:18]=3)[CH:10]=[CH:11][CH:12]=2)[CH:2]=[CH:3][CH:4]=[CH:5][CH:6]=1.[C:1]1([C:7]2[CH:8]=[C:9]([C:13]3[CH:14]=[CH:15][CH:16]=[CH:17][CH:18]=3)[CH:10]=[C:11]([I:21])[CH:12]=2)[CH:2]=[CH:3][CH:4]=[CH:5][CH:6]=1 |f:1.2.3|. Procedure: A three-necked flask was charged with 250 g of m-terphenyl (ALDRICH), 50 g of hydroiodic acid dihydrate, 75 g of iodine, 750 ml of acetic acid, and 25 ml of concentrated sulfuric acid, and reaction was allowed to proceed at 70° C. for 3 hours. The product was poured into 5 L of methanol and the mixture was stirred for 1 hour and filtrated. The obtained crystals were purified by column chromatography, and recrystallized from acetonitrile to give 64 g of 3′-phenyl-4-iodobiphenyl (Intermediate 4) a... Reactants: [CH3], CCOCC, [Cl-], O=C1c2ccc(F)cc2CCc2ncccc21, [NH4+], C1CCOC1. Yields the product C=C1c2ccc(F)cc2CCc2ncccc21. As a reaction SMILES: [CH3:23].[CH3:26][CH2:27][O:28][CH2:29][CH3:30].[Cl-:24].[F:1][c:2]1[cH:3][c:4]2[c:5]([cH:16][cH:17]1)[C:6](=[O:15])[c:7]1[c:8]([n:9][cH:10][cH:11][cH:12]1)[CH2:13][CH2:14]2.[NH4+:25].[O:18]1[CH2:19][CH2:22][CH2:21][CH2:20]1>>[F:1][c:2]1[cH:3][c:4]2[c:5]([cH:16][cH:17]1)[C:6](=[CH2:19])[c:7]1[c:8]([n:9][cH:10][cH:11][cH:12]1)[CH2:13][CH2:14]2.